Dataset: the Open Reaction Database (ORD), a public repository of structured organic reaction records. Task: describe an organic reaction: reactants, conditions, products, and yield The reactants are O=C([O-])[O-], Cc1cc(C(F)(F)F)ccc1B(O)O, CO, ClCCl, COC(=O)c1ccnc(Cl)c1, Cl, [K+], [K+], Cl[Pd]Cl. Product: Cl, COC(=O)c1ccnc(-c2ccc(C(F)(F)F)cc2C)c1. RXN SMILES: [C:1](=[O:2])([O-:3])[O-:4].[CH3:18][c:19]1[c:20]([B:29]([OH:30])[OH:31])[cH:21][cH:22][c:23]([C:25]([F:26])([F:27])[F:28])[cH:24]1.[CH3:39][OH:40].[Cl:33][CH2:34][Cl:35].[Cl:7][c:8]1[cH:9][c:10]([C:11](=[O:12])[O:13][CH3:14])[cH:15][cH:16][n:17]1.[ClH:32].[K+:5].[K+:6].[Pd:36]([Cl:37])[Cl:38]>>[ClH:7].[c:8]1(-[c:20]2[c:19]([CH3:18])[cH:24][c:23]([C:25]([F:26])([F:27])[F:28])[cH:22][cH:21]2)[cH:9][c:10]([C:11](=[O:12])[O:13][CH3:14])[cH:15][cH:16][n:17]1. The reactants are aldehydes, alkenes, ClCCCS(=O)(=O)OCC([C@H](C=C)OCC1=CC=CC=C1)(C)C ((3S)-2,2-Dimethyl-3-(phenylmethoxy)pent-4-enyl (3-chloropropyl)sulfonate), O=O (oxygen), O=[O+][O-] (ozone), CSC (dimethyl sulfide). Run in ClCCl (dichloromethane), C(C)O (ethanol). Product: ClCCCS(=O)(=O)OCC([C@H](C=O)OCC1=CC=CC=C1)(C)C ((3R)-2,2-Dimethyl-4-oxo-3-(phenylmethoxy)butyl (3-chloropropyl)sulfonate). Isolated yield 60.0%. RXN SMILES: [Cl:1][CH2:2][CH2:3][CH2:4][S:5]([O:8][CH2:9][C:10]([CH3:23])([CH3:22])[C@@H:11]([O:14][CH2:15][C:16]1[CH:21]=[CH:20][CH:19]=[CH:18][CH:17]=1)[CH:12]=C)(=[O:7])=[O:6].O=O.[O:26]=[O+][O-].CSC>ClCCl.C(O)C>[Cl:1][CH2:2][CH2:3][CH2:4][S:5]([O:8][CH2:9][C:10]([CH3:22])([CH3:23])[C@@H:11]([O:14][CH2:15][C:16]1[CH:17]=[CH:18][CH:19]=[CH:20][CH:21]=1)[CH:12]=[O:26])(=[O:6])=[O:7]. Reported procedure: Following the general procedure for the preparation of aldehydes from alkenes of Description 11, (3S)-2,2-dimethyl-3-(phenylmethoxy)pent-4-enyl (3-chloropropyl]sulfonate (11a) (25.0 g, 69.3 mmol) dissolved in a mixture of 300 mL of dichloromethane (DCM) and 40 mL of ethanol was treated with a mixture of oxygen and ozone (O2/O3). Upon completion of the reaction, 10.6 mL (9.0 g, 138 mmol) of dimethyl sulfide (DMS) was added. After work-up, the crude material was purified by silica gel column chrom... Reactants: [Cl-].[NH4+] (ammonium chloride), triisopropoxide, C(CCC)[Li] (Butyllithium), solution, solution, CC(C(=O)C=1C=NC=NC1)C (2-methyl 1(pyrimidin-5-yl)propan-1-one), ClC1=CC=C(C=C1)C#C (1(4'-Chlorophenyl)ethyne). The solvent is O (water), O1CCCC1 (tetrahydrofuran), O1CCCC1 (tetrahydrofuran). Conditions: temperature -35 celsius, time 0.5 hour. Yields the product ClC1=CC=C(C=C1)C#CC(C(C)C)(C=1C=NC=NC1)O (1(4'-chlorophenyl)-3-hydroxy-4-methyl-3-(pyrimidin-5-yl)-pent-1-yne). Reaction SMILES: [Cl:1][C:2]1[CH:7]=[CH:6][C:5]([C:8]#[CH:9])=[CH:4][CH:3]=1.C([Li])CCC.[CH3:15][CH:16]([CH3:25])[C:17]([C:19]1[CH:20]=[N:21][CH:22]=[N:23][CH:24]=1)=[O:18].[Cl-].[NH4+]>O1CCCC1.O>[Cl:1][C:2]1[CH:7]=[CH:6][C:5]([C:8]#[C:9][C:17]([OH:18])([C:19]2[CH:20]=[N:21][CH:22]=[N:23][CH:24]=2)[CH:16]([CH3:25])[CH3:15])=[CH:4][CH:3]=1 |f:3.4|. Procedure: 1(4'-Chlorophenyl)ethyne (1.43g:0.01 mole) was dissolved in tetrahydrofuran (10 ml) under nitrogen and cooled to -35° C. Butyllithium was added (6.5 ml of 1.6M solution:0.0104 mole) causing the colour to change. The mixture was stirred for 1/2 hour during which time it thickened and the colour changed to pink (from purple). Addition of a solution of chlorotanium triisopropoxide (10.6 ml or a 1 molar solution:0.0106 mole) caused the colour to change to yellow and the mixture was stirred for 20 mi... RXN SMILES: [Br:1][CH2:2][c:3]1[s:4][cH:5][c:6]([C:8]#[N:9])[n:7]1.[N-:11]=[N+:12]=[N-:13].[Na+:10].[O:14]=[CH:15][N:16]([CH3:17])[CH3:18].[OH2:19]>>[CH2:2]([c:3]1[s:4][cH:5][c:6]([C:8]#[N:9])[n:7]1)[N:11]=[N+:12]=[N-:13]. The product is N#Cc1csc(CN=[N+]=[N-])n1. The reactants are N#Cc1csc(CBr)n1, [N-]=[N+]=[N-], [Na+], CN(C)C=O, O. Starting materials: CNC(=O)c1ccccc1Nc1nc(Cl)ncc1Br, CC(C)O, COc1cc2c(cc1N)CCN(CC(=O)N(C)C)CC2, CC1(C)C2CCC1(CS(=O)(=O)O)C(=O)C2. Product: CNC(=O)c1ccccc1Nc1nc(Nc2cc3c(cc2OC)CCN(CC(=O)N(C)C)CC3)ncc1Br. RXN SMILES: [Br:1][c:2]1[c:3]([NH:9][c:10]2[c:11]([C:12](=[O:13])[NH:14][CH3:15])[cH:16][cH:17][cH:18][cH:19]2)[n:4][c:5]([Cl:8])[n:6][cH:7]1.[CH:55]([OH:56])([CH3:57])[CH3:58].[NH2:20][c:21]1[cH:22][c:23]2[c:24]([cH:36][c:37]1[O:38][CH3:39])[CH2:25][CH2:26][N:27]([CH2:30][C:31](=[O:32])[N:33]([CH3:34])[CH3:35])[CH2:28][CH2:29]2.[O:40]=[S:41](=[O:42])([OH:43])[CH2:44][C:45]12[CH2:46][CH2:47][CH:48]([C:49]1([CH3:50])[CH3:51])[CH2:52][C:53]2=[O:54]>>[Br:1][c:2]1[c:3]([NH:9][c:10]2[c:11]([C:12](=[O:13])[NH:14][CH3:15])[cH:16][cH:17][cH:18][cH:19]2)[n:4][c:5]([NH:20][c:21]2[cH:22][c:23]3[c:24]([cH:36][c:37]2[O:38][CH3:39])[CH2:25][CH2:26][N:27]([CH2:30][C:31](=[O:32])[N:33]([CH3:34])[CH3:35])[CH2:28][CH2:29]3)[n:6][cH:7]1. Reactants: FC1=CC=C(C=C1)N1C=C(C(C2=CC(=C(C(=C12)F)F)F)=O)C(=O)O (1-(4-fluorophenyl)-6,7,8-trifluoro-1,4- dihydro-4-oxoquinoline-3-carboxylic acid), [N+](=O)([O-])C1=C2CNCC2=CC=C1 (4-nitroisoindoline), C1CCC2=NCCCN2CC1 (DBU). The solvent is CN(C)C=O (DMF). The product is [N+](=O)([O-])C1=C2CN(CC2=CC=C1)C1=C(C=C2C(C(=CN(C2=C1F)C1=CC=C(C=C1)F)C(=O)O)=O)F (7-(4-nitro-2-isoindolinyl)-1-(4-fluorophenyl)-6,8-difluoro-1,4-dihydro-4-oxoquinoline-3-carboxylic acid). Yield: 35.7%. RXN SMILES: [F:1][C:2]1[CH:7]=[CH:6][C:5]([N:8]2[C:17]3[C:12](=[CH:13][C:14]([F:20])=[C:15](F)[C:16]=3[F:18])[C:11](=[O:21])[C:10]([C:22]([OH:24])=[O:23])=[CH:9]2)=[CH:4][CH:3]=1.[N+:25]([C:28]1[CH:36]=[CH:35][CH:34]=[C:33]2[C:29]=1[CH2:30][NH:31][CH2:32]2)([O-:27])=[O:26].C1CCN2C(=NCCC2)CC1>CN(C=O)C>[N+:25]([C:28]1[CH:36]=[CH:35][CH:34]=[C:33]2[C:29]=1[CH2:30][N:31]([C:15]1[C:16]([F:18])=[C:17]3[C:12]([C:11](=[O:21])[C:10]([C:22]([OH:24])=[O:23])=[CH:9][N:8]3[C:5]3[CH:6]=[CH:7][C:2]([F:1])=[CH:3][CH:4]=3)=[CH:13][C:14]=1[F:20])[CH2:32]2)([O-:27])=[O:26]. Procedure details: 200 mg of 1-(4-fluorophenyl)-6,7,8-trifluoro-1,4- dihydro-4-oxoquinoline-3-carboxylic acid, 176 mg of 4-nitroisoindoline, 164 mg of DBU, and 1.5 ml of anhydrous DMF were processed in the same manner as in Example 20 to produce 102 mg of the target compound. Starting materials: O=C1c2ccccc2S(=O)(=O)N1CCCCBr, Cc1cc(C)c2oc(=O)n(C3CCNCC3)c2c1, Cl. The product is Cc1cc(C)c2oc(=O)n(C3CCN(CCCCN4C(=O)c5ccccc5S4(=O)=O)CC3)c2c1. RXN SMILES: [Br:20][CH2:21][CH2:22][CH2:23][CH2:24][N:25]1[S:26](=[O:35])(=[O:36])[c:27]2[c:28]([cH:31][cH:32][cH:33][cH:34]2)[C:29]1=[O:30].[CH3:2][c:3]1[cH:4][c:5]([CH3:19])[c:6]2[c:7]([n:8]([CH:12]3[CH2:13][CH2:14][NH:15][CH2:16][CH2:17]3)[c:9](=[O:11])[o:10]2)[cH:18]1.[ClH:1]>>[CH3:2][c:3]1[cH:4][c:5]([CH3:19])[c:6]2[c:7]([n:8]([CH:12]3[CH2:13][CH2:14][N:15]([CH2:21][CH2:22][CH2:23][CH2:24][N:25]4[S:26](=[O:35])(=[O:36])[c:27]5[c:28]([cH:31][cH:32][cH:33][cH:34]5)[C:29]4=[O:30])[CH2:16][CH2:17]3)[c:9](=[O:11])[o:10]2)[cH:18]1.